The task is: describe an organic reaction: reactants, conditions, products, and yield. This data is from the Open Reaction Database (ORD), a public repository of structured organic reaction records. Starting materials: CCO, CCOC(C)=O, [Cl-], CCC(C)c1cc(Oc2c(Cl)cc([N+](=O)[O-])cc2Cl)ccc1OC, Cl, N, O, O. The product is CCC(C)c1cc(Oc2c(Cl)cc(N)cc2Cl)ccc1OC. As a reaction SMILES: [CH3:30][CH2:31][OH:32].[CH3:33][CH2:34][O:35][C:36](=[O:37])[CH3:38].[Cl-:3].[Cl:4][c:5]1[cH:6][c:7]([N+:25]([O-:26])=[O:27])[cH:8][c:9]([Cl:24])[c:10]1[O:11][c:12]1[cH:13][c:14]([CH:20]([CH3:21])[CH2:22][CH3:23])[c:15]([O:18][CH3:19])[cH:16][cH:17]1.[ClH:29].[NH3:28].[OH2:1].[OH2:2]>>[Cl:4][c:5]1[cH:6][c:7]([NH2:25])[cH:8][c:9]([Cl:24])[c:10]1[O:11][c:12]1[cH:13][c:14]([CH:20]([CH3:21])[CH2:22][CH3:23])[c:15]([O:18][CH3:19])[cH:16][cH:17]1. Starting materials: CN(C)C=O, Cc1ncn(-c2ccc(N3CC(CS(C)(=O)=O)OC3=O)cc2F)n1, [N-]=[N+]=[N-], [Na+], C1COCCOCCOCCOCCOCCO1, O. The product is Cc1ncn(-c2ccc(N3CC(CN=[N+]=[N-])OC3=O)cc2F)n1. Reaction SMILES: [CH3:48][N:49]([CH3:50])[CH:51]=[O:52].[F:1][c:2]1[cH:3][c:4]([N:14]2[C:15](=[O:24])[O:16][CH:17]([CH2:19][S:20]([CH3:21])(=[O:22])=[O:23])[CH2:18]2)[cH:5][cH:6][c:7]1-[n:8]1[n:9][c:10]([CH3:13])[n:11][cH:12]1.[N-:26]=[N+:27]=[N-:28].[Na+:25].[O:29]1[CH2:30][CH2:31][O:32][CH2:33][CH2:34][O:35][CH2:36][CH2:37][O:38][CH2:39][CH2:40][O:41][CH2:42][CH2:43][O:44][CH2:45][CH2:46]1.[OH2:47]>>[F:1][c:2]1[cH:3][c:4]([N:14]2[C:15](=[O:24])[O:16][CH:17]([CH2:19][N:26]=[N+:27]=[N-:28])[CH2:18]2)[cH:5][cH:6][c:7]1-[n:8]1[n:9][c:10]([CH3:13])[n:11][cH:12]1.